This data is from the Open Reaction Database (ORD), a public repository of structured organic reaction records. The task is: describe an organic reaction: reactants, conditions, products, and yield The solvent is C(Cl)Cl (CH2Cl2), C1CCOC1 (THF). Starting materials: C(#N)C1=C(C=CC=C1)C1=CC(=CC(=C1)C(=O)OC)C(=O)O (2′-cyano-5-(methoxycarbonyl)-1,1′-biphenyl-3-carboxylic acid), CNCCCC (N-methyl-butylamine), C1=CC2=C(N=C1)N(N=N2)O (HOAt), Cl (HCl), CCN=C=NCCCN(C)C.Cl (EDC-HCl), Amide, IC=1C=C(C=C(C(=O)OC)C1)C(=O)OC (dimethyl 5-iodoisophthalate), [Br-].C(#N)C1=C(C=CC=C1)[Zn+] (2-cyano-phenyl zinc bromide). Product: C(CCC)N(C(=O)C=1C=C(C=C(C1)C1=C(C=CC=C1)C#N)C(=O)OC)C (methyl 5-{[butyl(methyl)amino]carbonyl}-2′-cyano-1,1′-biphenyl-3-carboxylate). Run at time 2 hour. RXN SMILES: IC1C=C(C(OC)=O)C=C(C=1)C(OC)=O.[Br-].C(C1C=CC=CC=1[Zn+])#N.[C:26]([C:28]1[CH:33]=[CH:32][CH:31]=[CH:30][C:29]=1[C:34]1[CH:39]=[C:38]([C:40]([O:42][CH3:43])=[O:41])[CH:37]=[C:36]([C:44](O)=[O:45])[CH:35]=1)#[N:27].[CH3:47][NH:48][CH2:49][CH2:50][CH2:51][CH3:52].C1C=NC2N(O)N=NC=2C=1.CCN=C=NCCCN(C)C.Cl.Cl>C1COCC1.C(Cl)Cl.[Pd].C1(P(C2C=CC=CC=2)C2C=CC=CC=2)C=CC=CC=1.C1(P(C2C=CC=CC=2)C2C=CC=CC=2)C=CC=CC=1.C1(P(C2C=CC=CC=2)C2C=CC=CC=2)C=CC=CC=1.C1(P(C2C=CC=CC=2)C2C=CC=CC=2)C=CC=CC=1>[CH2:49]([N:48]([CH3:47])[C:44]([C:36]1[CH:37]=[C:38]([C:40]([O:42][CH3:43])=[O:41])[CH:39]=[C:34]([C:29]2[CH:30]=[CH:31][CH:32]=[CH:33][C:28]=2[C:26]#[N:27])[CH:35]=1)=[O:45])[CH2:50][CH2:51][CH3:52] |f:1.2,6.7,11.12.13.14.15|. Reagents/catalysts: [Pd].C1(=CC=CC=C1)P(C1=CC=CC=C1)C1=CC=CC=C1.C1(=CC=CC=C1)P(C1=CC=CC=C1)C1=CC=CC=C1.C1(=CC=CC=C1)P(C1=CC=CC=C1)C1=CC=CC=C1.C1(=CC=CC=C1)P(C1=CC=CC=C1)C1=CC=CC=C1 (tetrakis(triphenylphosphine) palladium). Procedure details: Step A and B: Cross-coupling and Saponification. To a solution of dimethyl 5-iodoisophthalate (13 g, 40.6 mmol) in 100 mL THF was added 2-cyano-phenyl zinc bromide (97.5 mL, 48.7 mmol, 0.5 M THF) and tetrakis(triphenylphosphine) palladium (214 mg, 0.2 mmol) and the reaction mixture was stirred at room temperature for 2 h. The precipitated solid was filtered, the filtrate was diluted with MeOH to provide after filtration a second crop for a total of 10.1 g of dimethyl 5-(2-cyanophenyl)isophthalat... Reactants: CO, Fc1ccc(F)c(F)n1, O. Product: COc1nc(F)ccc1F. Reaction SMILES: [CH3:10][OH:11].[F:1][c:2]1[n:3][c:4]([F:9])[cH:5][cH:6][c:7]1[F:8].[OH2:12]>>[c:2]1([O:11][CH3:10])[n:3][c:4]([F:9])[cH:5][cH:6][c:7]1[F:8]. Reactants: [C-]#N.[K+] (potassium cyanide), CS(=O)(=O)OCCC(CC)(C1=CNC2=C(C=CC=C12)CSC)C1=CC=C(C=C1)Cl (3-(4-Chlorophenyl)-3-{7-[(methylsulfanyl)methyl]-1H-indol-3-yl}pentyl methanesulfonate), O (water), ClCCl (dichloromethane). The solvent is CS(=O)C (DMSO). Conditions: temperature 80 celsius, time 12 hour. The product is ClC1=CC=C(C=C1)C(CCC#N)(CC)C1=CNC2=C(C=CC=C12)CSC (4-(4-Chlorophenyl)-4-{7-[(methylsulfanyl)methyl]-1H-indol-3-yl}hexanonitrile). As a reaction SMILES: [C-:1]#[N:2].[K+].CS(O[CH2:9][CH2:10][C:11]([C:26]1[CH:31]=[CH:30][C:29]([Cl:32])=[CH:28][CH:27]=1)([C:14]1[C:22]2[C:17](=[C:18]([CH2:23][S:24][CH3:25])[CH:19]=[CH:20][CH:21]=2)[NH:16][CH:15]=1)[CH2:12][CH3:13])(=O)=O.O.ClCCl>CS(C)=O>[Cl:32][C:29]1[CH:28]=[CH:27][C:26]([C:11]([C:14]2[C:22]3[C:17](=[C:18]([CH2:23][S:24][CH3:25])[CH:19]=[CH:20][CH:21]=3)[NH:16][CH:15]=2)([CH2:12][CH3:13])[CH2:10][CH2:9][C:1]#[N:2])=[CH:31][CH:30]=1 |f:0.1|. Procedure: 223 mg (3.43 mmol) of potassium cyanide were added to 775 mg (1.71 mmol) of the compound from Example 115A in 12 ml of DMSO. The mixture was stirred at 80° C. for 12 h, water and dichloromethane were added to the reaction solution, and the phases were separated. The organic phase was extracted with dichloromethane, and the combined organic phases were freed of solvent. The crude product was purified by preparative HPLC (mobile phase: acetonitrile/water gradient). 551 mg (84% of theory) of the ta... The reagents and catalysts are [B-](F)(F)(F)F.[Ag+] (AgBF4). Run in C(Cl)Cl (CH2Cl2), C(Cl)(Cl)Cl (CHCl3). Reaction SMILES: [CH2:1]([O:3]/[N:4]=[C:5](/[C:36]1[N:37]=[C:38]([NH:41]C(C2C=CC=CC=2)(C2C=CC=CC=2)C2C=CC=CC=2)[S:39][CH:40]=1)\[C:6]([NH:8][CH:9]1[C:34](=[O:35])[N:11]2[C:12]([C:18]([O:20]C(C3C=CC=CC=3)C3C=CC=CC=3)=[O:19])=[C:13]([CH2:16]I)[CH2:14][S:15][C@H:10]12)=[O:7])[CH3:2].[CH3:61][S:62][C:63]1[S:64][CH:65]=[CH:66][N:67]=1>C(Cl)Cl.C(Cl)(Cl)Cl.[B-](F)(F)(F)F.[Ag+]>[NH2:41][C:38]1[S:39][CH:40]=[C:36](/[C:5](=[N:4]/[O:3][CH2:1][CH3:2])/[C:6]([NH:8][CH:9]2[C:34](=[O:35])[N:11]3[C:12]([C:18]([O-:20])=[O:19])=[C:13]([CH2:16][N+:67]4[CH:66]=[CH:65][S:64][C:63]=4[S:62][CH3:61])[CH2:14][S:15][C@H:10]23)=[O:7])[N:37]=1 |f:4.5|. Starting materials: ice, C(C)O\N=C(/C(=O)NC1[C@@H]2N(C(=C(CS2)CI)C(=O)OC(C2=CC=CC=C2)C2=CC=CC=C2)C1=O)\C=1N=C(SC1)NC(C1=CC=CC=C1)(C1=CC=CC=C1)C1=CC=CC=C1 (diphenylmethyl 7-[(Z)-2-(ethoxyimino)-2-(2-tritylaminothiazol-4-yl)acetamido]-3-iodomethyl-3-cephem-4-carboxylate), CSC=1SC=CN1 (2-methylthiothiazole). Procedure: To an ice-cooled solution of diphenylmethyl 7-[(Z)-2-(ethoxyimino)-2-(2-tritylaminothiazol-4-yl)acetamido]-3-iodomethyl-3-cephem-4-carboxylate [VII-2] (517 mg, 0.55 mmole) and 2-methylthiothiazole (85.3 mg, 0.65 mmole) in CH2Cl2 (10 ml) was added AgBF4 (117 mg, 0.60 mmole) and the mixture was stirred for 1.5 hours at room temperature. The reaction mixture was diluted with CHCl3 (100 mL), and the resulting precipitate was recovered by filtration and washed with CHCl3 (100 mL). The filtrate and th... Yield: 145.6%. Run at time 1.5 hour. Yields the product NC=1SC=C(N1)/C(/C(=O)NC1[C@@H]2N(C(=C(CS2)C[N+]2=C(SC=C2)SC)C(=O)[O-])C1=O)=N/OCC (7-[(Z)-2-(2-Aminothiazol-4-yl)-2-(ethoxyimino)acetamido]-3-(2-methylthiothiazolio)methyl-3-cephem-4-carboxylate). Reactants: OC1=CC=C(CC=2OC3=C(C2C)C(=C(C=C3Cl)CCC)O)C=C1 (2-(p-hydroxybenzyl)-3-methyl-4-hydroxy-5-propyl-7-chlorobenzofuran). Run in N1=CC=CC=C1 (pyridine), C(C)(=O)OC(C)=O (acetic anhydride). Product: C(C)(=O)OC1=CC=C(CC=2OC3=C(C2C)C(=C(C=C3Cl)CCC)OC(C)=O)C=C1 (2-(p-acetoxybenzyl)-3-methyl-4-acetoxy-5-propyl-7-chlorobenzofuran). Isolated yield 176.8%. RXN SMILES: [OH:1][C:2]1[CH:23]=[CH:22][C:5]([CH2:6][C:7]2[O:8][C:9]3[C:16]([Cl:17])=[CH:15][C:14]([CH2:18][CH2:19][CH3:20])=[C:13]([OH:21])[C:10]=3[C:11]=2[CH3:12])=[CH:4][CH:3]=1>N1C=CC=CC=1.C(OC(=O)C)(=O)C>[C:2]([O:1][C:2]1[CH:23]=[CH:22][C:5]([CH2:6][C:7]2[O:8][C:9]3[C:16]([Cl:17])=[CH:15][C:14]([CH2:18][CH2:19][CH3:20])=[C:13]([O:21][C:7](=[O:8])[CH3:6])[C:10]=3[C:11]=2[CH3:12])=[CH:4][CH:3]=1)(=[O:1])[CH3:3]. Procedure details: A solution of 2-(p-hydroxybenzyl)-3-methyl-4-hydroxy-5-propyl-7-chlorobenzofuran (1 gm; 3 mmoles) in pyridine (15 mL) and acetic anhydride (3 mL) was stirred at 50° C. for 15 minutes. The volatiles were removed in vacuo leaving a residue that crystallised on cooling. It was slurred with hexane, filtered, washed with hexane, and air-dried to yield 1.1 gm (87%) of 2-(p-acetoxybenzyl)-3-methyl-4-acetoxy-5-propyl-7-chlorobenzofuran, mp. 119°-120° C. The reactants are [Al+3], CCCCCCCCCCCCCCc1ccc(O)cc1, CC(=O)[O-], ClC(Cl)Cl, [Cl-], [Cl-], [Cl-]. Product: CCCCCCCCCCCCCCc1ccc(O)c(C(C)=O)c1. As a reaction SMILES: [Al+3:29].[CH2:1]([CH2:2][CH2:3][CH2:4][CH2:5][CH2:6][CH2:7][CH2:8][CH2:9][CH2:10][CH2:11][CH2:12][CH2:13][CH3:14])[c:15]1[cH:16][cH:17][c:18]([OH:21])[cH:19][cH:20]1.[CH3:22][C:23]([O-:24])=[O:25].[CH:30]([Cl:31])([Cl:32])[Cl:33].[Cl-:26].[Cl-:27].[Cl-:28]>>[CH2:1]([CH2:2][CH2:3][CH2:4][CH2:5][CH2:6][CH2:7][CH2:8][CH2:9][CH2:10][CH2:11][CH2:12][CH2:13][CH3:14])[c:15]1[cH:16][cH:17][c:18]([OH:21])[c:19]([C:23]([CH3:22])=[O:24])[cH:20]1.